This data is from the Open Reaction Database (ORD), a public repository of structured organic reaction records. The task is: describe an organic reaction: reactants, conditions, products, and yield Reactants: O=C([O-])[O-], CC(C)(C)CI, CCOC(C)=O, [Cs+], [Cs+], NC1=NC2(CO1)c1cc(Br)ccc1Oc1ncc(O)cc12, CN(C)C=O, O. Yields the product CC(C)(C)COc1cnc2c(c1)C1(COC(N)=N1)c1cc(Br)ccc1O2. As a reaction SMILES: [C:27](=[O:28])([O-:29])[O-:30].[CH2:33]([C:34]([CH3:35])([CH3:36])[CH3:37])[I:38].[CH3:40][CH2:41][O:42][C:43](=[O:44])[CH3:45].[Cs+:31].[Cs+:32].[NH2:1][C:2]1=[N:21][C:5]2([CH2:4][O:3]1)[c:6]1[cH:7][c:8]([Br:20])[cH:9][cH:10][c:11]1[O:12][c:13]1[n:14][cH:15][c:16]([OH:19])[cH:17][c:18]12.[O:22]=[CH:23][N:24]([CH3:25])[CH3:26].[OH2:39]>>[NH2:1][C:2]1=[N:21][C:5]2([CH2:4][O:3]1)[c:6]1[cH:7][c:8]([Br:20])[cH:9][cH:10][c:11]1[O:12][c:13]1[n:14][cH:15][c:16]([O:19][CH2:33][C:34]([CH3:35])([CH3:36])[CH3:37])[cH:17][c:18]12. Starting materials: NC1=C(C(=CC=C1C)C(C)C)O (2-amino-6-isopropyl-3-methylphenol), C([S-])(OCC)=S.[K+] (potassium O-ethyl dithiocarbonate). Run in C(C)O (ethanol). Yields the product C(C)(C)C1=CC=C(C=2N=C(OC21)S)C (7-isopropyl-2-mercapto-4-methylbenzoxazole). The yield is 60.3%. Reaction SMILES: [NH2:1][C:2]1[C:7]([CH3:8])=[CH:6][CH:5]=[C:4]([CH:9]([CH3:11])[CH3:10])[C:3]=1[OH:12].[C:13](=S)(OCC)[S-:14].[K+]>C(O)C>[CH:9]([C:4]1[C:3]2[O:12][C:13]([SH:14])=[N:1][C:2]=2[C:7]([CH3:8])=[CH:6][CH:5]=1)([CH3:10])[CH3:11] |f:1.2|. Procedure details: To a solution of 4-chloro-6-isopropyl-3-methyl-2-nitrophenol (1.82 g, 7.92 mmol) obtained in Example 97 in ethanol (40 ml) was added 10% palladium carbon catalyst (1.8 g) and the mixture was stirred under hydrogen atmosphere at 60° C. for 3 hours. After the reaction was over, the reaction solution was filtered with celite and the filtrate was concentrated to provide 1.60 g of 2-amino-6-isopropyl-3-methylphenol (yield 99%) as pale brown solid. To a solution of this aminophenol (1.65 g, 7.92 mmol)...